Dataset: the Open Reaction Database (ORD), a public repository of structured organic reaction records. Task: describe an organic reaction: reactants, conditions, products, and yield Starting materials: ClC=1C=C(C=CC1Cl)[Mg]Br (3,4-dichlorophenylmagnesium bromide), ClC=1C=C(C=CC1Cl)Br (3,4-dichlorobromobenzene), [Mg] (magnesium), ClC1COCCS1 (3-chloro-1,4-oxathiane), O1CCSCC1 (1,4-oxathiane), [Cl-].[NH4+] (ammonium chloride). Run in C1=CC=CC=C1 (benzene). Run at time 8 hour. Product: ClC=1C=C(C=CC1Cl)C1COCCS1 (3-(3,4-dichlorophenyl)-1,4-oxathiane). RXN SMILES: [Cl:1][C:2]1[CH:3]=[C:4]([Mg]Br)[CH:5]=[CH:6][C:7]=1[Cl:8].ClC1C=C(Br)C=CC=1Cl.[Mg].Cl[CH:22]1[S:27][CH2:26][CH2:25][O:24][CH2:23]1.O1CCSCC1.[Cl-].[NH4+]>C1C=CC=CC=1>[Cl:1][C:2]1[CH:3]=[C:4]([CH:26]2[S:27][CH2:22][CH2:23][O:24][CH2:25]2)[CH:5]=[CH:6][C:7]=1[Cl:8] |f:5.6|. Reported procedure: A stirred solution of 3,4-dichlorophenylmagnesium bromide [prepared from 3,4-dichlorobromobenzene (10.2 g, 45 mmol) and magnesium (1.1 g, 45 mmol) in the usual fashion] was treated with a solution of 3-chloro-1,4-oxathiane [prepared from 1,4-oxathiane (2.6 g, 25 mmol) using the method of Tuleen and Bennet J. Het. Chem. 1969, 6, 115] in benzene (30 ml), maintaining the temperature of reaction below 10° C. The mixture was allowed to stand at room temperature overnight. It was then poured into ammo... Reactants: NC(=O)c1cc2ccc(OCC3CO3)cc2o1, COc1ccccc1N1CCNCC1. The product is COc1ccccc1N1CCN(CC(O)COc2ccc3cc(C(N)=O)oc3c2)CC1. As a reaction SMILES: [C:1]([NH2:2])(=[O:3])[c:4]1[o:5][c:6]2[c:7]([cH:8]1)[cH:9][cH:10][c:11]([O:13][CH2:14][CH:15]1[CH2:16][O:17]1)[cH:12]2.[CH3:18][O:19][c:20]1[c:21]([N:26]2[CH2:27][CH2:28][NH:29][CH2:30][CH2:31]2)[cH:22][cH:23][cH:24][cH:25]1>>[C:1]([NH2:2])(=[O:3])[c:4]1[o:5][c:6]2[c:7]([cH:8]1)[cH:9][cH:10][c:11]([O:13][CH2:14][CH:15]([CH2:16][N:29]1[CH2:28][CH2:27][N:26]([c:21]3[c:20]([O:19][CH3:18])[cH:25][cH:24][cH:23][cH:22]3)[CH2:31][CH2:30]1)[OH:17])[cH:12]2. The reactants are CC(C)(C)OC(=O)N1CCc2cc(C#CCCCO)ccc21, CO. Product: CC(C)(C)OC(=O)N1CCc2cc(CCCCCO)ccc21. Reaction SMILES: [C:1]([CH3:2])([CH3:3])([CH3:4])[O:5][C:6](=[O:7])[N:8]1[CH2:9][CH2:10][c:11]2[cH:12][c:13]([C:17]#[C:18][CH2:19][CH2:20][CH2:21][OH:22])[cH:14][cH:15][c:16]21.[CH3:23][OH:24]>>[C:1]([CH3:2])([CH3:3])([CH3:4])[O:5][C:6](=[O:7])[N:8]1[CH2:9][CH2:10][c:11]2[cH:12][c:13]([CH2:17][CH2:18][CH2:19][CH2:20][CH2:21][OH:22])[cH:14][cH:15][c:16]21. The reactants are S(=O)(=O)(OCC)OCC (diethyl sulfate), Br.OC1=CC2=C(C=C1O)C1=C(CN(CC1)CC(C)=O)C(O2)=O (1,2,3,4-tetrahydro-8,9-dihydroxy-3-(2-oxopropyl)-5H-[1]benzopyrano[3,4-c]pyridin-5-one hydrobromide), C([O-])([O-])=O.[K+].[K+] (potassium carbonate), S(=O)(=O)(OCC)OCC (diethyl sulfate), CC(=O)C (acetone). The product is C(C)OC1=CC2=C(C=C1OCC)C1=C(CN(CC1)CC(C)=O)C(O2)=O (1,2,3,4-Tetrahydro-8,9-diethoxy-3-(2-oxopropyl)-5H-[1]benzopyrano[3,4-c]pyridin-5-one). As a reaction SMILES: Br.[OH:2][C:3]1[C:8]([OH:9])=[CH:7][C:6]2[C:10]3[CH2:15][CH2:14][N:13]([CH2:16][C:17](=[O:19])[CH3:18])[CH2:12][C:11]=3[C:20](=[O:22])[O:21][C:5]=2[CH:4]=1.C(=O)([O-])[O-].[K+].[K+].S(OCC)(O[CH2:33][CH3:34])(=O)=O.[CH3:38][C:39](C)=O>>[CH2:33]([O:2][C:3]1[C:8]([O:9][CH2:38][CH3:39])=[CH:7][C:6]2[C:10]3[CH2:15][CH2:14][N:13]([CH2:16][C:17](=[O:19])[CH3:18])[CH2:12][C:11]=3[C:20](=[O:22])[O:21][C:5]=2[CH:4]=1)[CH3:34] |f:0.1,2.3.4|. Procedure: A mixture of 1,2,3,4-tetrahydro-8,9-dihydroxy-3-(2-oxopropyl)-5H-[1]benzopyrano[3,4-c]pyridin-5-one hydrobromide (108 g, 0.29 moles), potassium carbonate (155 g, 1.12 moles), and diethyl sulfate (118 g, 0.76 moles) in 2.5 l of acetone is stirred at reflux for 21 hours. Additional diethyl sulfate (59 g, 0.38 moles) is added, and the mixture is heated for an additional 30 hours. The cooled mixture is filtered, and the filter cake is digested twice in hot acetone (500 ml) and refiltered. The combin... Reported procedure: Additional compounds were prepared using the protocol of Scheme 33, Steps 2 and 3, replacing 4-(4-chlorobenzyloxy)-3-methoxybenzaldehyde 106 with a suitable aldehyde (prepared as described in Example 34), and optionally replacing 1H-Pyrrolo[2,3-b]pyridine 94 with an appropriate substituted 7-azaindole (see Example 9 or Example 16) in Step 2. The following compounds were made following this procedure: Reactants: ClC1=CC=C(COC2=C(C=C(C=O)C=C2)OC)C=C1 (4-(4-chlorobenzyloxy)-3-methoxybenzaldehyde), substituted 7-azaindole, aldehyde, N1C=CC2=CC=CN=C12 (7-azaindole). As a reaction SMILES: [Cl:1][C:2]1[CH:19]=[CH:18][C:5]([CH2:6][O:7][C:8]2[CH:15]=[CH:14][C:11]([CH:12]=O)=[CH:10][C:9]=2[O:16][CH3:17])=[CH:4][CH:3]=1.[NH:20]1[C:28]2[C:23](=[CH:24][CH:25]=[CH:26][N:27]=2)[CH:22]=[CH:21]1>>[Cl:1][C:2]1[CH:19]=[CH:18][C:5]([CH2:6][O:7][C:8]2[CH:15]=[CH:14][C:11]([CH2:12][C:22]3[C:23]4[C:28](=[N:27][CH:26]=[CH:25][CH:24]=4)[NH:20][CH:21]=3)=[CH:10][C:9]=2[O:16][CH3:17])=[CH:4][CH:3]=1. Product: ClC1=CC=C(COC2=C(C=C(CC3=CNC4=NC=CC=C43)C=C2)OC)C=C1 (3-(4-(4-chlorobenzyloxy)-3-methoxybenzyl)-1H-pyrrolo[2,3-b]pyridine).